From a dataset of the Open Reaction Database (ORD), a public repository of structured organic reaction records. describe an organic reaction: reactants, conditions, products, and yield The reactants are C[O-], CO, ClCc1ccccn1, Cl, [Na+], Cc1ccc2nc(S)n(-c3ccccc3)c(=O)c2c1. Product: Cc1ccc2nc(SCc3ccccn3)n(-c3ccccc3)c(=O)c2c1. RXN SMILES: [CH3:1][O-:2].[CH3:32][OH:33].[Cl:24][CH2:25][c:26]1[n:27][cH:28][cH:29][cH:30][cH:31]1.[ClH:23].[Na+:3].[SH:4][c:5]1[n:6][c:7]2[cH:8][cH:9][c:10]([CH3:22])[cH:11][c:12]2[c:13](=[O:21])[n:14]1-[c:15]1[cH:16][cH:17][cH:18][cH:19][cH:20]1>>[S:4]([c:5]1[n:6][c:7]2[cH:8][cH:9][c:10]([CH3:22])[cH:11][c:12]2[c:13](=[O:21])[n:14]1-[c:15]1[cH:16][cH:17][cH:18][cH:19][cH:20]1)[CH2:25][c:26]1[n:27][cH:28][cH:29][cH:30][cH:31]1. Reactants: COC(=O)c1ccc(C(=O)Nc2nc(-c3cccc(C)c3)c(-c3ccncn3)s2)cc1, CCO, Cl, [Na+], [OH-]. Product: Cc1cccc(-c2nc(NC(=O)c3ccc(C(=O)O)cc3)sc2-c2ccncn2)c1. RXN SMILES: [CH3:1][c:2]1[cH:3][c:4](-[c:8]2[n:9][c:10]([NH:19][C:20](=[O:21])[c:22]3[cH:23][cH:24][c:25]([C:26](=[O:27])[O:28][CH3:29])[cH:30][cH:31]3)[s:11][c:12]2-[c:13]2[n:14][cH:15][n:16][cH:17][cH:18]2)[cH:5][cH:6][cH:7]1.[CH3:35][CH2:36][OH:37].[ClH:34].[Na+:33].[OH-:32]>>[CH3:1][c:2]1[cH:3][c:4](-[c:8]2[n:9][c:10]([NH:19][C:20](=[O:21])[c:22]3[cH:23][cH:24][c:25]([C:26](=[O:27])[OH:28])[cH:30][cH:31]3)[s:11][c:12]2-[c:13]2[n:14][cH:15][n:16][cH:17][cH:18]2)[cH:5][cH:6][cH:7]1. The product is Cc1cc(C2C=CCC2)c(S(C)(=O)=O)cc1C(=O)N=C(N)N. RXN SMILES: [CH2:46]1[CH2:47][CH:48]=[CH:49][CH2:50]1.[CH3:11][c:12]1[c:13]([C:14](=[O:15])[Cl:16])[cH:17][c:18]([S:26](=[O:27])(=[O:28])[CH3:29])[c:19]([CH:21]2[CH:22]=[CH:23][CH2:24][CH2:25]2)[cH:20]1.[CH3:30][CH:31]1[C:32](=[S:33](=[O:34])=[O:35])[C:36]([Br:37])=[C:38]([CH3:39])[CH:40]=[C:41]1[C:42]([O:43][CH3:44])=[O:45].[CH3:73][O:74][CH2:75][CH2:76][O:77][CH3:78].[Cl-:5].[NH2:1][C:2]([NH2:3])=[NH:4].[NH2:6][C:7](=[NH2+:8])[NH2:9].[Na:10].[c:51]1([CH3:52])[cH:53][cH:54][cH:55][cH:56][c:57]1[P:58]([c:59]1[cH:60][cH:61][cH:62][cH:63][c:64]1[CH3:65])[c:66]1[cH:67][cH:68][cH:69][cH:70][c:71]1[CH3:72]>>[N:1](=[C:2]([NH2:3])[NH2:4])[C:14]([c:13]1[c:12]([CH3:11])[cH:20][c:19]([CH:21]2[CH:22]=[CH:23][CH2:24][CH2:25]2)[c:18]([S:26](=[O:27])(=[O:28])[CH3:29])[cH:17]1)=[O:15]. The reactants are C1=CCCC1, Cc1cc(C2C=CCC2)c(S(C)(=O)=O)cc1C(=O)Cl, COC(=O)C1=CC(C)=C(Br)C(=S(=O)=O)C1C, COCCOC, [Cl-], N=C(N)N, NC(N)=[NH2+], [Na], Cc1ccccc1P(c1ccccc1C)c1ccccc1C. The reactants are CC(=O)O, CCO, Cl, O=NN1CCCSc2ccccc21, O=C1CCNCC1, O, [Zn]. Yields the product c1ccc2c(c1)SCCCN2N=C1CCNCC1. RXN SMILES: [CH3:1][C:2](=[O:3])[OH:4].[CH3:28][CH2:29][OH:30].[ClH:19].[N:5](=[O:6])[N:7]1[CH2:8][CH2:9][CH2:10][S:11][c:12]2[c:13]1[cH:14][cH:15][cH:16][cH:17]2.[NH:20]1[CH2:21][CH2:22][C:23](=[O:26])[CH2:24][CH2:25]1.[OH2:18].[Zn:27]>>[N:5]([N:7]1[CH2:8][CH2:9][CH2:10][S:11][c:12]2[c:13]1[cH:14][cH:15][cH:16][cH:17]2)=[C:23]1[CH2:22][CH2:21][NH:20][CH2:25][CH2:24]1. Reactants: Br, O=Cc1cccc(OCc2ccccc2)c1OCc1ccccc1, [Mg], c1ccccc1. The product is O=Cc1cccc(OCc2ccccc2)c1O. RXN SMILES: [Br:2].[CH2:3]([c:4]1[cH:5][cH:6][cH:7][cH:8][cH:9]1)[O:10][c:11]1[c:12]([CH:13]=[O:14])[cH:15][cH:16][cH:17][c:18]1[O:19][CH2:20][c:21]1[cH:22][cH:23][cH:24][cH:25][cH:26]1.[Mg:1].[cH:27]1[cH:28][cH:29][cH:30][cH:31][cH:32]1>>[OH:10][c:11]1[c:12]([CH:13]=[O:14])[cH:15][cH:16][cH:17][c:18]1[O:19][CH2:20][c:21]1[cH:22][cH:23][cH:24][cH:25][cH:26]1. Starting materials: C1(=CC=C(C=C1)S(=O)(=O)NCCN(CCCN(CCNS(=O)(=O)C1=CC=C(C=C1)C)S(=O)(=O)C1=CC=C(C=C1)C)S(=O)(=O)C1=CC=C(C=C1)C)C (1,4,8,11-tetra(p-toluenesulfonyl)-1,4,8,11-tetraazaundecane), [H-].[Na+] (sodium hydride), Example 15A, CN(CCCl)CCCl (N-methylbis(2-chloroethyl)amine). The solvent is CN(C)C=O (DMF), CN(C)C=O (DMF). Run at temperature 100 celsius, time 30 minute. Product: CN1CCN(CCN(CCCN(CCN(CC1)S(=O)(=O)C1=CC=C(C=C1)C)S(=O)(=O)C1=CC=C(C=C1)C)S(=O)(=O)C1=CC=C(C=C1)C)S(=O)(=O)C1=CC=C(C=C1)C (1-Methyl-4,7,11,14-tetra(p-toluenesulfonyl)-1,4,7,11,14-pentaazacyclohexadecane). The yield is 34.0%. RXN SMILES: [C:1]1([CH3:51])[CH:6]=[CH:5][C:4]([S:7]([NH:10][CH2:11][CH2:12][N:13]([S:41]([C:44]2[CH:49]=[CH:48][C:47]([CH3:50])=[CH:46][CH:45]=2)(=[O:43])=[O:42])[CH2:14][CH2:15][CH2:16][N:17]([S:31]([C:34]2[CH:39]=[CH:38][C:37]([CH3:40])=[CH:36][CH:35]=2)(=[O:33])=[O:32])[CH2:18][CH2:19][NH:20][S:21]([C:24]2[CH:29]=[CH:28][C:27]([CH3:30])=[CH:26][CH:25]=2)(=[O:23])=[O:22])(=[O:9])=[O:8])=[CH:3][CH:2]=1.[H-].[Na+].[CH3:54][N:55]([CH2:59][CH2:60]Cl)[CH2:56][CH2:57]Cl>CN(C=O)C>[CH3:54][N:55]1[CH2:59][CH2:60][N:10]([S:7]([C:4]2[CH:5]=[CH:6][C:1]([CH3:51])=[CH:2][CH:3]=2)(=[O:8])=[O:9])[CH2:11][CH2:12][N:13]([S:41]([C:44]2[CH:45]=[CH:46][C:47]([CH3:50])=[CH:48][CH:49]=2)(=[O:43])=[O:42])[CH2:14][CH2:15][CH2:16][N:17]([S:31]([C:34]2[CH:39]=[CH:38][C:37]([CH3:40])=[CH:36][CH:35]=2)(=[O:32])=[O:33])[CH2:18][CH2:19][N:20]([S:21]([C:24]2[CH:29]=[CH:28][C:27]([CH3:30])=[CH:26][CH:25]=2)(=[O:23])=[O:22])[CH2:57][CH2:56]1 |f:1.2|. Reported procedure: To a stirred solution of 1,4,8,11-tetra(p-toluenesulfonyl)-1,4,8,11-tetraazaundecane prepared in Example 16A (80.7 g, 0.104 mole) in anhydrous DMF (1 l) was added sodium hydride (6.24 g-80% in mineral oil, 0.208 mole) in portions under a dry nitrogen blanket. The resulting mixture was stirred for 30 minutes under a dry argon atmosphere. The solution was then heated to 100° C. and a solution of N-methylbis(2-chloroethyl)amine freshly prepared as in Example 15A (16.2 g, 0.104 mole) in anhydrous DM...